From a dataset of the Open Reaction Database (ORD), a public repository of structured organic reaction records. describe an organic reaction: reactants, conditions, products, and yield Starting materials: CCO, Cl, [Na], CCOC(=O)c1nc2ccc(CO)cc2n1O. Yields the product CCOC(=O)c1nc2ccc(CO)cc2n1OC. RXN SMILES: [CH3:20][CH2:21][OH:22].[ClH:2].[Na:1].[OH:3][n:4]1[c:5]([C:15](=[O:16])[O:17][CH2:18][CH3:19])[n:6][c:7]2[c:8]1[cH:9][c:10]([CH2:13][OH:14])[cH:11][cH:12]2>>[O:3]([n:4]1[c:5]([C:15](=[O:16])[O:17][CH2:18][CH3:19])[n:6][c:7]2[c:8]1[cH:9][c:10]([CH2:13][OH:14])[cH:11][cH:12]2)[CH3:20]. Starting materials: ClC(Cl)(Cl)Cl, C=CCSC1C(CC)C(=O)N1C(C(=S)OCc1ccc([N+](=O)[O-])cc1)=C(Oc1ccccc1)C(=O)C(C)(C)C, Cl, ClCCl. RXN SMILES: [C:44]([Cl:45])([Cl:46])([Cl:47])[Cl:48].[CH2:1]([S:2][CH:5]1[CH:6]([CH2:38][CH3:39])[C:7](=[O:37])[N:8]1[C:9]([C:10](=[S:11])[O:12][CH2:13][c:14]1[cH:15][cH:16][c:17]([N+:20](=[O:21])[O-:22])[cH:18][cH:19]1)=[C:23]([C:24]([C:25]([CH3:26])([CH3:27])[CH3:28])=[O:29])[O:30][c:31]1[cH:32][cH:33][cH:34][cH:35][cH:36]1)[CH:3]=[CH2:4].[Cl:40].[Cl:41][CH2:42][Cl:43]>>[CH:5]1([Cl:41])[CH:6]([CH2:38][CH3:39])[C:7](=[O:37])[N:8]1[C:9]([C:10](=[S:11])[O:12][CH2:13][c:14]1[cH:15][cH:16][c:17]([N+:20](=[O:21])[O-:22])[cH:18][cH:19]1)=[C:23]([C:24]([C:25]([CH3:26])([CH3:27])[CH3:28])=[O:29])[O:30][c:31]1[cH:32][cH:33][cH:34][cH:35][cH:36]1. The product is CCC1C(=O)N(C(C(=S)OCc2ccc([N+](=O)[O-])cc2)=C(Oc2ccccc2)C(=O)C(C)(C)C)C1Cl. The reactants are CC(=O)[O-], CC(=O)CC(C)=O, CC(=O)O, CCO, Cl, O=N[O-], Nc1ccccc1, [Na+], [Na+], O. Product: CC(=O)C(=NNc1ccccc1)C(C)=O. Reaction SMILES: [CH3:13][C:14](=[O:15])[O-:16].[CH3:17][C:18](=[O:19])[CH2:20][C:21]([CH3:22])=[O:23].[CH3:24][C:25](=[O:26])[OH:27].[CH3:30][CH2:31][OH:32].[ClH:28].[N:8]([O-:9])=[O:10].[NH2:1][c:2]1[cH:3][cH:4][cH:5][cH:6][cH:7]1.[Na+:11].[Na+:12].[OH2:29]>>[NH:1]([c:2]1[cH:3][cH:4][cH:5][cH:6][cH:7]1)[N:8]=[C:20]([C:18]([CH3:17])=[O:19])[C:21]([CH3:22])=[O:23]. Starting materials: CCC1CC(NC(=O)OCc2ccccc2)c2cc(C(F)(F)F)ccc2N1, CCOC(=O)Cl, ClCCl, [K+], [OH-], c1ccncc1. Product: CCOC(=O)N1c2ccc(C(F)(F)F)cc2C(NC(=O)OCc2ccccc2)CC1CC. As a reaction SMILES: [CH2:1]([c:2]1[cH:3][cH:4][cH:5][cH:6][cH:7]1)[O:8][C:9]([NH:10][CH:11]1[CH2:12][CH:13]([CH2:25][CH3:26])[NH:14][c:15]2[cH:16][cH:17][c:18]([C:21]([F:22])([F:23])[F:24])[cH:19][c:20]21)=[O:27].[Cl:34][C:35](=[O:36])[O:37][CH2:38][CH3:39].[Cl:42][CH2:43][Cl:44].[K+:41].[OH-:40].[cH:28]1[cH:29][cH:30][n:31][cH:32][cH:33]1>>[CH2:1]([c:2]1[cH:3][cH:4][cH:5][cH:6][cH:7]1)[O:8][C:9]([NH:10][CH:11]1[CH2:12][CH:13]([CH2:25][CH3:26])[N:14]([C:35](=[O:36])[O:37][CH2:38][CH3:39])[c:15]2[cH:16][cH:17][c:18]([C:21]([F:22])([F:23])[F:24])[cH:19][c:20]21)=[O:27]. Reactants: O=C1C=CC(=NN1)C(=O)N (6-Oxo-1,6-dihydropyridazine-3-carboxamide), N1=CC=CC=C1 (pyridine), N1=CC=CC=C1 (pyridine), FC(C(=O)OC(C(F)(F)F)=O)(F)F (trifluoroacetic anhydride). Run in ClCCl (dichloromethane), O (water). Conditions: temperature 0 celsius, time 1 hour. Product: O=C1C=CC(=NN1)C#N (6-Oxo-1,6-dihydro-3-pyridazinecarbonitrile). The yield is 82.6%. Reaction SMILES: [O:1]=[C:2]1[NH:7][N:6]=[C:5]([C:8]([NH2:10])=O)[CH:4]=[CH:3]1.N1C=CC=CC=1.FC(F)(F)C(OC(=O)C(F)(F)F)=O>ClCCl.O>[O:1]=[C:2]1[NH:7][N:6]=[C:5]([C:8]#[N:10])[CH:4]=[CH:3]1. Procedure: 6-Oxo-1,6-dihydropyridazine-3-carboxamide (J. Chem. Soc. 1948, 2195) (1.1 g, 8.0 mmol) was suspended in dichloromethane (20 mL), cooled to 0° C. then pyridine (1.3 mL, 16 mmol) and trifluoroacetic anhydride (1.2 mL, 8.4 mmol) were added and the reaction was stirred at room temperature for 1 hour. A further 5 mL of pyridine was added to aid solubility and then the reaction was warmed to room temperature and stirred overnight. The mixture was diluted with water (100 mL) and then extracted with dic... Starting materials: CCO, CN(C)C=O, N#CCCl, O=C1CCCCC1c1ccc(Cl)cc1, [H-], [Na+]. Product: N#CCC1(c2ccc(Cl)cc2)CCCCC1=O. RXN SMILES: [CH3:21][CH2:22][OH:23].[CH3:24][N:25]([CH3:26])[CH:27]=[O:28].[Cl:17][CH2:18][C:19]#[N:20].[Cl:1][c:2]1[cH:3][cH:4][c:5]([CH:8]2[C:9](=[O:14])[CH2:10][CH2:11][CH2:12][CH2:13]2)[cH:6][cH:7]1.[H-:15].[Na+:16]>>[Cl:1][c:2]1[cH:3][cH:4][c:5]([C:8]2([CH2:18][C:19]#[N:20])[C:9](=[O:14])[CH2:10][CH2:11][CH2:12][CH2:13]2)[cH:6][cH:7]1. Starting materials: O (water), FS(C1=CC=C(C=C1)S)(F)(F)(F)F (4-pentafluorosulfanylthiophenol), BrC1=CC(=C(C(=O)OC)C=C1S(=O)(=O)C)C (methyl 4-bromo-5-methanesulfonyl-2-methylbenzoate), C(=O)([O-])[O-].[K+].[K+] (K2CO3). The solvent is CN(C)C=O (DMF). Reaction conditions: temperature 110 celsius, time 2 hour. The product is CS(=O)(=O)C=1C(=CC(=C(C(=O)OC)C1)C)SC1=CC=C(C=C1)S(F)(F)(F)(F)F (Methyl 5-methanesulfonyl-2-methyl-4-(4-pentafluorosulfanylphenyl-sulfanyl)benzoate). The yield is 59.0%. Reaction SMILES: [F:1][S:2]([F:13])([F:12])([F:11])([F:10])[C:3]1[CH:8]=[CH:7][C:6]([SH:9])=[CH:5][CH:4]=1.Br[C:15]1[C:24]([S:25]([CH3:28])(=[O:27])=[O:26])=[CH:23][C:18]([C:19]([O:21][CH3:22])=[O:20])=[C:17]([CH3:29])[CH:16]=1.C([O-])([O-])=O.[K+].[K+].O>CN(C=O)C>[CH3:28][S:25]([C:24]1[C:15]([S:9][C:6]2[CH:7]=[CH:8][C:3]([S:2]([F:10])([F:11])([F:12])([F:13])[F:1])=[CH:4][CH:5]=2)=[CH:16][C:17]([CH3:29])=[C:18]([CH:23]=1)[C:19]([O:21][CH3:22])=[O:20])(=[O:26])=[O:27] |f:2.3.4|. Reported procedure: 0.28 g of 4-pentafluorosulfanylthiophenol, 0.36 g of methyl 4-bromo-5-methanesulfonyl-2-methylbenzoate and 0.33 g of K2CO3 were dissolved in 8 ml of anhydrous DMF and stirred at 110° C. for 2 h. The reaction mixture was then poured into 100 ml of water and extracted twice with 100 ml of EA each time. The EA phase was then washed twice with 30 ml of water each time. The residue after drying over MgSO4 and removal of the solvent in vacuo was chromatographed on silica gel with CH2Cl2/DIP 1:2. 320 m... Starting materials: CC(=O)[O-], CC(=O)O, O=C1Nc2ccccc2CCC1(Cl)Cl, [H][H], [Na+]. Reaction SMILES: [CH3:16][C:17](=[O:18])[O-:19].[CH3:22][C:23](=[O:24])[OH:25].[Cl:1][C:2]1([Cl:14])[C:3](=[O:13])[NH:4][c:5]2[c:6]([cH:9][cH:10][cH:11][cH:12]2)[CH2:7][CH2:8]1.[H:20][H:21].[Na+:15]>>[Cl:1][CH:2]1[C:3](=[O:13])[NH:4][c:5]2[c:6]([cH:9][cH:10][cH:11][cH:12]2)[CH2:7][CH2:8]1. Yields the product O=C1Nc2ccccc2CCC1Cl. Reactants: O=C1N(C2=C(N1C(=O)OCC)C=CC=C2)C(=O)OCC (diethyl 2-oxobenzimidazole-1,3-dicarboxylate), OC=1NC2=C(N1)C=CC=C2 (2-hydroxybenzimidazole), C([O-])([O-])=O.[K+].[K+] (potassium carbonate). The solvent is C(C)#N (acetonitrile). Reaction conditions: time 2 hour. The product is O=C1NC2=C(N1C(=O)OCC)C=CC=C2 (Ethyl 2-oxo-2,3-dihydrobenzimidazole-1-carboxylate). As a reaction SMILES: [O:1]=[C:2]1[N:6](C(OCC)=O)[C:5]2[CH:12]=[CH:13][CH:14]=[CH:15][C:4]=2[N:3]1[C:16]([O:18][CH2:19][CH3:20])=[O:17].OC1NC2C=CC=CC=2N=1.C(=O)([O-])[O-].[K+].[K+]>C(#N)C>[O:1]=[C:2]1[N:3]([C:16]([O:18][CH2:19][CH3:20])=[O:17])[C:4]2[CH:15]=[CH:14][CH:13]=[CH:12][C:5]=2[NH:6]1 |f:2.3.4|. Procedure: A mixture of 11.0 g (39.5 mmol) of diethyl 2-oxobenzimidazole-1,3-dicarboxylate (III), 5.30 g (39.5 mmol) of 2-hydroxybenzimidazole and 6.55 g (47.4 mmol) of potassium carbonate in acetonitrile (200 ml) was heated under reflux with vigorous stirring for 2 h. Most of the solvent was then removed in vacuo, and the residue was mixed with 150 ml of 1N hydrochloric acid. The solid residue was filtered, washed with water, dried in vacuo and recrystallized from toluene. Starting materials: C1(=CC=CC=C1)C(O)(C=1C=NC=NC1)C1=CC=CC=C1 (α, α-diphenyl-5-pyrimidinemethanol). Solvent: S(O)(O)(=O)=O (sulfuric acid). Product: C1(=CC=CC=C1)C1C2=CC=CC=C2C=2N=CN=CC21 (5-phenyl-5H-indeno[1,2-d]pyrimidine). Yield: 118.1%. Reaction SMILES: [C:1]1([C:7]([C:15]2[CH:20]=[CH:19][CH:18]=[CH:17][CH:16]=2)([C:9]2[CH:10]=[N:11][CH:12]=[N:13][CH:14]=2)O)[CH:6]=[CH:5][CH:4]=[CH:3][CH:2]=1>S(=O)(=O)(O)O>[C:1]1([CH:7]2[C:9]3[CH:10]=[N:11][CH:12]=[N:13][C:14]=3[C:20]3[C:15]2=[CH:16][CH:17]=[CH:18][CH:19]=3)[CH:6]=[CH:5][CH:4]=[CH:3][CH:2]=1. Procedure: Ten grams of α, α-diphenyl-5-pyrimidinemethanol were stirred in 50 ml of sulfuric acid for approximately 18 hours. The solution was poured onto ice and the resulting solids were recovered by filtration providing 11 g of the desired title product. Recrystallization from diethyl ether provided material with a melting point of 148°-150° C.